Dataset: the Open Reaction Database (ORD), a public repository of structured organic reaction records. Task: describe an organic reaction: reactants, conditions, products, and yield Starting materials: C(=O)(OC(C)(C)C)N1[C@@](C[C@@H](C1)N(C(C(C)(C)C)=O)C1CCC(CC1)(C)C)(C(=O)[O-])C (1-BOC-2-methyl-(2S,4S)-4-[(4,4-dimethylcyclohexyl)(2,2-dimethylpropanoyl)amino]pyrrolidine-2-carboxylate), [Li+].[BH4-] (LiBH4). Run in C1CCOC1 (THF). Reaction conditions: temperature 70 celsius, time 2 hour. The product is C(=O)(OC(C)(C)C)N1[C@@H](C[C@@H](C1)N(C(C(C)(C)C)=O)C1CCC(CC1)(C)C)CO (BOC(2S,4S)-4-[(4,4-dimethylcyclohexyl)(2,2-dimethylpropanoyl)amino]-2-(hydroxymethyl)pyrrolidine). Isolated yield 79.1%. RXN SMILES: [C:1]([N:8]1[CH2:12][C@@H:11]([N:13]([CH:20]2[CH2:25][CH2:24][C:23]([CH3:27])([CH3:26])[CH2:22][CH2:21]2)[C:14](=[O:19])[C:15]([CH3:18])([CH3:17])[CH3:16])[CH2:10][C@@:9]1(C)[C:28]([O-])=[O:29])([O:3][C:4]([CH3:7])([CH3:6])[CH3:5])=[O:2].[Li+].[BH4-]>C1COCC1>[C:1]([N:8]1[CH2:12][C@@H:11]([N:13]([CH:20]2[CH2:25][CH2:24][C:23]([CH3:27])([CH3:26])[CH2:22][CH2:21]2)[C:14](=[O:19])[C:15]([CH3:17])([CH3:18])[CH3:16])[CH2:10][C@H:9]1[CH2:28][OH:29])([O:3][C:4]([CH3:5])([CH3:6])[CH3:7])=[O:2] |f:1.2|. Procedure: To a solution of 1-BOC-2-methyl-(2S,4S)-4-[(4,4-dimethylcyclohexyl)(2,2-dimethylpropanoyl)amino]pyrrolidine-2-carboxylate (1.18 g, 2.71 mmol) prepared in Step B of Example A1 in THF (10 ml) was added LiBH4 (177 mg, 8.13 mmol). The solution was stirred at 70° C. for 2 h, concentrated in vacuo, and extracted with EtOAc. The organic extracts were washed with a saturated NaHCO3 aqueous solution and brine, dried over MgSO4, and concentrated in vacuo to give the title compound (0.88 g, 81%). Reactants: ClC1=CC=C(C=C1)C1(CCCC1)C(=O)O (1-(4-chlorophenyl)cyclopentanecarboxylic acid), NCCCN1CCC(CC1)C=1C=C(C=CC1)NC(=O)C1CC1 (N-{3-[1-(3-aminopropyl)-4-piperidinyl]phenyl}cyclopropanecarboxamide). Yields the product ClC1=CC=C(C=C1)C1(CCCC1)C(=O)NCCCN1CCC(CC1)C1=CC(=CC=C1)NC(=O)C1CC1 (1-(4-CHLOROPHENYL)-N-[3-(4-{3-[(CYCLOPROPYLCARBONYL)AMINO]PHENYL}-1-PIPERIDINYL)PROPYL]CYCLOPENTANECARBOXAMIDE). Reaction SMILES: [Cl:1][C:2]1[CH:7]=[CH:6][C:5]([C:8]2([C:13]([OH:15])=O)[CH2:12][CH2:11][CH2:10][CH2:9]2)=[CH:4][CH:3]=1.[NH2:16][CH2:17][CH2:18][CH2:19][N:20]1[CH2:25][CH2:24][CH:23]([C:26]2[CH:27]=[C:28]([NH:32][C:33]([CH:35]3[CH2:37][CH2:36]3)=[O:34])[CH:29]=[CH:30][CH:31]=2)[CH2:22][CH2:21]1>>[Cl:1][C:2]1[CH:3]=[CH:4][C:5]([C:8]2([C:13]([NH:16][CH2:17][CH2:18][CH2:19][N:20]3[CH2:25][CH2:24][CH:23]([C:26]4[CH:31]=[CH:30][CH:29]=[C:28]([NH:32][C:33]([CH:35]5[CH2:37][CH2:36]5)=[O:34])[CH:27]=4)[CH2:22][CH2:21]3)=[O:15])[CH2:9][CH2:10][CH2:11][CH2:12]2)=[CH:6][CH:7]=1. Procedure details: Example 112 was prepared from 1-(4-chlorophenyl)cyclopentanecarboxylic acid and N-{3-[1-(3-aminopropyl)-4-piperidinyl]phenyl}cyclopropanecarboxamide according to the procedures described in Scheme 10: 1H NMR (400 MHz, CDCl3) δ 8.03–7.87 (br, 1H), 7.56–7.02 (m, 8H), 6.91–6.65 (br, 1H), 3.30–3.05 (m, 4H), 2.62–2.38 (m, 3H), 2.38–2.21 (m, 2H), 1.98–1.51 (m, 15H), 1.14–1.01 (m, 2H), 0.93–0.70 (m, 2H); ESMS m/e: 508.2 (M+H)+.